From a dataset of the Open Reaction Database (ORD), a public repository of structured organic reaction records. describe an organic reaction: reactants, conditions, products, and yield The reactants are CC(=O)O, C1CCNC1, C1CCOC1, O=Cc1ccc(CN(Cc2nc3ccccc3[nH]2)C2CCCc3cccnc32)cc1. The product is c1cnc2c(c1)CCCC2N(Cc1ccc(CN2CCCC2)cc1)Cc1nc2ccccc2[nH]1. Reaction SMILES: [C:36]([OH:37])(=[O:38])[CH3:39].[CH2:31]1[CH2:32][CH2:33][NH:34][CH2:35]1.[CH2:40]1[O:41][CH2:42][CH2:43][CH2:44]1.[nH:1]1[c:2]([CH2:10][N:11]([CH:12]2[CH2:13][CH2:14][CH2:15][c:16]3[cH:17][cH:18][cH:19][n:20][c:21]32)[CH2:22][c:23]2[cH:24][cH:25][c:26]([CH:27]=[O:28])[cH:29][cH:30]2)[n:3][c:4]2[c:5]1[cH:6][cH:7][cH:8][cH:9]2>>[nH:1]1[c:2]([CH2:10][N:11]([CH:12]2[CH2:13][CH2:14][CH2:15][c:16]3[cH:17][cH:18][cH:19][n:20][c:21]32)[CH2:22][c:23]2[cH:24][cH:25][c:26]([CH2:27][N:34]3[CH2:33][CH2:32][CH2:31][CH2:35]3)[cH:29][cH:30]2)[n:3][c:4]2[c:5]1[cH:6][cH:7][cH:8][cH:9]2. Starting materials: Cl.FC1=CC=C(CN2C(=C(C3=CC(=CC=C23)C(=O)NC2CNCC2)C)C)C=C1 (1-(4-fluorobenzyl)-2,3-dimethyl-N-pyrrolidin-3-yl-1H-indole-5-carboxamide hydrochloride), C(C)(=O)O[BH-](OC(C)=O)OC(C)=O.[Na+] (sodium triacetoxy borohydride), [OH-].[Na+] (sodium hydroxide), C=O (formaldehyde), aqueous solution. Solvent: C(C)N(CC)CC (triethylamine), ClCCl (dichloromethane). Run at time 1.5 hour. Product: FC1=CC=C(CN2C(=C(C3=CC(=CC=C23)C(=O)NC2CN(CC2)C)C)C)C=C1 (1-(4-fluorobenzyl)-2,3-dimethyl-N-(1-methylpyrrolidin-3-yl)-1H-indole-5-carboxamide). As a reaction SMILES: Cl.[F:2][C:3]1[CH:28]=[CH:27][C:6]([CH2:7][N:8]2[C:16]3[C:11](=[CH:12][C:13]([C:17]([NH:19][CH:20]4[CH2:24][CH2:23][NH:22][CH2:21]4)=[O:18])=[CH:14][CH:15]=3)[C:10]([CH3:25])=[C:9]2[CH3:26])=[CH:5][CH:4]=1.C=O.[C:31](O[BH-](OC(=O)C)OC(=O)C)(=O)C.[Na+].[OH-].[Na+]>ClCCl.C(N(CC)CC)C>[F:2][C:3]1[CH:4]=[CH:5][C:6]([CH2:7][N:8]2[C:16]3[C:11](=[CH:12][C:13]([C:17]([NH:19][CH:20]4[CH2:24][CH2:23][N:22]([CH3:31])[CH2:21]4)=[O:18])=[CH:14][CH:15]=3)[C:10]([CH3:25])=[C:9]2[CH3:26])=[CH:27][CH:28]=1 |f:0.1,3.4,5.6|. Procedure details: A 317 mg portion of 1-(4-fluorobenzyl)-2,3-dimethyl-N-pyrrolidin-3-yl-1H-indole-5-carboxamide hydrochloride was suspended in 8 ml of dichloromethane, 0.11 ml of triethylamine and 0.13 ml of formaldehyde (a 37% aqueous solution) were added, and then 836 mg of sodium triacetoxy borohydride was added under ice-cooling, followed by stirring at room temperature for 1.5 hours. A 1 M sodium hydroxide aqueous solution was added to the reaction liquid, followed by extraction with chloroform. The organic ... Starting materials: BrC1=CC(=C(C=O)C=C1)Cl (4-Bromo-2-chlorobenzaldehyde), N1CCOCC1 (morpholine), C(C)(=O)O (acetic acid), C(C)(=O)O[BH-](OC(C)=O)OC(C)=O.[Na+] (sodium triacetoxyborohydride). The solvent is C1CCOC1 (THF), CCOC(=O)C (EtOAc). Conditions: time 2 hour. The product is BrC1=CC(=C(CN2CCOCC2)C=C1)Cl (4-(4-bromo-2-chlorobenzyl)morpholine). Yield: 76.2%. As a reaction SMILES: [Br:1][C:2]1[CH:9]=[CH:8][C:5]([CH:6]=O)=[C:4]([Cl:10])[CH:3]=1.[NH:11]1[CH2:16][CH2:15][O:14][CH2:13][CH2:12]1.C(O)(=O)C.C(O[BH-](OC(=O)C)OC(=O)C)(=O)C.[Na+]>CCOC(C)=O.C1COCC1>[Br:1][C:2]1[CH:9]=[CH:8][C:5]([CH2:6][N:11]2[CH2:16][CH2:15][O:14][CH2:13][CH2:12]2)=[C:4]([Cl:10])[CH:3]=1 |f:3.4|. Procedure details: 4-Bromo-2-chlorobenzaldehyde (1 g, 4.56 mmol), morpholine (0.457 mL, 5.24 mmol), acetic acid (0.300 mL, 5.24 mmol) and sodium triacetoxyborohydride (1.45 g, 6.84 mmol) were mixed with THF (4 mL) in a sealed microwave vial. The mixture was stirred at r.t. for 2 hrs. The mixture was diluted with EtOAc, washed with H2O. The organic layer was washed with brine, dried over MgSO4 and concentrated. The crude was purified on BIOTAGE® with 0-20% of EtOAc in hexane. The fractions containing the desired pr... Reactants: C(CCCCC)S (1-hexanethiol), C(CCC)S (1-butanethiol), CC(CC)S (2-butanethiol), C(CC)S (1-propanethiol), CC(C)S (2-propanethiol), BrC1=CC(=CO1)C(=O)O (5-bromofuran-3-carboxylic acid). The product is C(CCCC)C1=CC(=CS1)C(=O)O (5-Pentylthiofuran-3-carboxylic Acid). As a reaction SMILES: [CH2:1]([SH:7])[CH2:2][CH2:3][CH2:4][CH2:5][CH3:6].[CH2:8](S)[CH2:9][CH2:10]C.CC(S)CC.C(S)CC.CC(S)C.BrC1OC=C([C:32]([OH:34])=[O:33])C=1>>[CH2:5]([C:4]1[S:7][CH:1]=[C:2]([C:32]([OH:34])=[O:33])[CH:3]=1)[CH2:6][CH2:8][CH2:9][CH3:10]. Procedure details: By the same procedure, an equivalent amount of 1-hexanethiol, 1-butanethiol, 2-butanethiol, 1-propanethiol or 2-propanethiol is reacted with 5-bromofuran-3-carboxylic acid to produce, respectively: Starting materials: C1(=CC=C(C=C1)C1(C(=C(C(O1)=O)OCC1=CC=CC=C1)O)C1=CC=CC=C1)C1=CC=CC=C1 (5-[(1,1'-biphenyl)-4-yl]-4-hydroxy-3-phenylmethoxy-5-phenyl-2(5H)-furanone), OC=1C(OC(C1O)(C1=CC=CC=C1)C)=O (3,4-dihydroxy-5-methyl-5-phenyl-2(5H)-furanone). Yields the product C1(=CC=C(C=C1)C1(C(=C(C(O1)=O)O)O)C1=CC=CC=C1)C1=CC=CC=C1 (5-[(1,1'-biphenyl)-4-yl]-3,4-dihydroxy-5-phenyl-2(5H)-furanone). Yield: 37.9%. As a reaction SMILES: [C:1]1([C:28]2[CH:33]=[CH:32][CH:31]=[CH:30][CH:29]=2)[CH:6]=[CH:5][C:4]([C:7]2([C:22]3[CH:27]=[CH:26][CH:25]=[CH:24][CH:23]=3)[O:11][C:10](=[O:12])[C:9]([O:13]CC3C=CC=CC=3)=[C:8]2[OH:21])=[CH:3][CH:2]=1.OC1C(=O)OC(C)(C2C=CC=CC=2)C=1O>>[C:1]1([C:28]2[CH:29]=[CH:30][CH:31]=[CH:32][CH:33]=2)[CH:6]=[CH:5][C:4]([C:7]2([C:22]3[CH:27]=[CH:26][CH:25]=[CH:24][CH:23]=3)[O:11][C:10](=[O:12])[C:9]([OH:13])=[C:8]2[OH:21])=[CH:3][CH:2]=1. Reported procedure: Hydrogenolysis of 500 mg of 5-[(1,1'-biphenyl)-4-yl]-4-hydroxy-3-phenylmethoxy-5-phenyl-2(5H)-furanone was performed in a similar manner as described in the preparation of 3,4-dihydroxy-5-methyl-5-phenyl-2(5H)-furanone to provide 150 mg (38% yield) of 5-[(1,1'-biphenyl)-4-yl]-3,4-dihydroxy-5-phenyl-2(5H)-furanone as colorless needles: mp 188-191° C. dec.(CHCl3 /hexanes). 1H NMR (acetone-d6) δ 7.75-7.36 (m, 14H). 13C NMR (acetone-d6) δ 168.34, 154.84, 141.50, 140.66, 140.30, 139.42, 129.18, 128.7...